From a dataset of the Open Reaction Database (ORD), a public repository of structured organic reaction records. describe an organic reaction: reactants, conditions, products, and yield Starting materials: C(C)(C)(C)OC(=O)N1CCN(CC1)C=1C(N(N=C(C1C)C1=CC(=C(C=C1)C)F)CC(C)C)=O (4-(4-tert-butoxycarbonyl-1-piperazinyl)-methyl-6-(3-fluoro-4-methylphenyl)-2-isobutyl-2H-pyridazin-3-one), C1(CC1)CN1N=C(C=C(C1=O)CCCOS(=O)(=O)C)C1=CC(=C(C=C1)OC)F (2-cyclopropylmethyl-6-(3-fluoro-4-methoxyphenyl)-4-(3-methanesulfonyloxypropyl)-2H-pyridazin-3-one), CN1CCNCC1 (1-methylpiperazine). Product: C1(CC1)CN1N=C(C=C(C1=O)CCCN1CCN(CC1)C)C1=CC(=C(C=C1)OC)F (2-cyclopropylmethyl-6-(3-fluoro-4-methoxyphenyl)-4-[3-(4-methyl-1-piperazinyl)propyl]-2H-pyridazin-3-one). The yield is 62.0%. Reaction SMILES: C(O[C:6]([N:8]1[CH2:13][CH2:12][N:11](C2C(=O)N(CC(C)C)N=C(C3C=CC(C)=C(F)C=3)C=2C)[CH2:10][CH2:9]1)=O)(C)(C)C.[CH:34]1([CH2:37][N:38]2[C:43](=[O:44])[C:42]([CH2:45][CH2:46][CH2:47]OS(C)(=O)=O)=[CH:41][C:40]([C:53]3[CH:58]=[CH:57][C:56]([O:59][CH3:60])=[C:55]([F:61])[CH:54]=3)=[N:39]2)[CH2:36][CH2:35]1.CN1CCNCC1>>[CH:34]1([CH2:37][N:38]2[C:43](=[O:44])[C:42]([CH2:45][CH2:46][CH2:47][N:11]3[CH2:12][CH2:13][N:8]([CH3:6])[CH2:9][CH2:10]3)=[CH:41][C:40]([C:53]3[CH:58]=[CH:57][C:56]([O:59][CH3:60])=[C:55]([F:61])[CH:54]=3)=[N:39]2)[CH2:36][CH2:35]1. Reported procedure: Following the procedure of Example 1 (10), 2-cyclopropylmethyl-6-(3-fluoro-4-methoxyphenyl)-4-(3-methanesulfonyloxypropyl)-2H-pyridazin-3-one and 1-methylpiperazine were reacted to yield the title compound as a yellow oil (yield: 62.0%).